This data is from the Open Reaction Database (ORD), a public repository of structured organic reaction records. The task is: describe an organic reaction: reactants, conditions, products, and yield Product: C1(CC1)N1C(C2=C(C=C(C=C2C1C)Cl)I)=O (2-Cyclopropyl methyl-5-chloro-7-iodo-2,3-dihydro-isoindol-1-one). Starting materials: C1(CC1)NC (cyclopropyl-methylamine), COC(C1=C(C=C(C=C1I)Cl)CBr)=O (2-bromomethyl-4-chloro-6-iodo-benzoic acid methyl ester), C(=O)([O-])[O-].[K+].[K+] (K2CO3). RXN SMILES: [CH:1]1([NH:4]C)[CH2:3][CH2:2]1.CO[C:8](=[O:19])[C:9]1[C:14]([I:15])=[CH:13][C:12]([Cl:16])=[CH:11][C:10]=1[CH2:17]Br.[C:20]([O-])([O-])=O.[K+].[K+]>C1(C)C=CC=CC=1>[CH:1]1([N:4]2[CH:17]([CH3:20])[C:10]3[C:9](=[C:14]([I:15])[CH:13]=[C:12]([Cl:16])[CH:11]=3)[C:8]2=[O:19])[CH2:3][CH2:2]1 |f:2.3.4|. Yield: 35.4%. Procedure details: A mixture of cyclopropyl-methylamine (1.3 mmol, 0.111 mL), 2-bromomethyl-4-chloro-6-iodo-benzoic acid methyl ester (0.389 g, 1.0 mmol), and K2CO3 (0.277 g, 2 mmol) in toluene (4 mL) was heated with stirring at 100° C. for 2 h. The resulting mixture was filtered and concentrated. Silica gel column chromatography using 30% ethyl acetate in hexane afforded 2-Cyclopropyl methyl-5-chloro-7-iodo-2,3-dihydro-isoindol-1-one (0.123 g, 35%). 1H NMR (300 MHz, CDCl3): δ (ppm) 0.32 (m, 2H), 0.60 (m, 2H), 1.0... Run at temperature 100 celsius, time 2 hour. Run in C1(=CC=CC=C1)C (toluene). The reactants are CC1(CNC(NC1)=S)C (5,5-dimethyl-3,4,5,6-tetrahydro(1H)pyrimidine-2-thione), IC (iodomethane). The solvent is CO (methanol). Yields the product I.CC1(CNC(=[NH+]C1)SC)C (5,5-dimethyl-2-methylsulphanyl-3,4,5,6-tetrahydropyrimidinium hydroiodide). RXN SMILES: [CH3:1][C:2]1([CH3:9])[CH2:7][NH:6][C:5](=[S:8])[NH:4][CH2:3]1.[I:10][CH3:11]>CO>[IH:10].[CH3:1][C:2]1([CH3:9])[CH2:7][NH+:6]=[C:5]([S:8][CH3:11])[NH:4][CH2:3]1 |f:3.4|. Procedure details: The reaction mixture comprising one equivalent of 5,5-dimethyl-3,4,5,6-tetrahydro(1H)pyrimidine-2-thione and 1.2 equivalents of iodomethane in methanol (10 ml/g of thio-urea) is heated under reflux for 5 hours. After cooling down, the methanol is evaporated off under reduced pressure in order to quantitatively produce the product. The precipitate can then be washed in acetone or petroleum ether. Starting materials: FC=1C=C2C(=CNC2=CC1)C1CCC(CC1)=O (4-(5-Fluoro-1H-3-indolyl)-cyclohexanone), C1COC2(CCC(CC2)C2=CNC3=CC(=CC=C23)F)O1 (4-(6-fluoro-1H-3-indolyl)-cyclohexanone ethylene ketal). Yields the product FC1=CC=C2C(=CNC2=C1)C1CCC(CC1)=O (4-(6-Fluoro-1H-3-indolyl)-cyclohexanone). RXN SMILES: FC1C=C2C(=CC=1)NC=C2C1CCC(=O)CC1.C1O[C:21]2([CH2:26][CH2:25][CH:24]([C:27]3[C:35]4[C:30](=[CH:31][C:32]([F:36])=[CH:33][CH:34]=4)[NH:29][CH:28]=3)[CH2:23][CH2:22]2)[O:20]C1>>[F:36][C:32]1[CH:31]=[C:30]2[C:35]([C:27]([CH:24]3[CH2:23][CH2:22][C:21](=[O:20])[CH2:26][CH2:25]3)=[CH:28][NH:29]2)=[CH:34][CH:33]=1. Reported procedure: This compound was prepared in the manner as described above for (3a) by replacing 4-(5-fluoro-1H-3-indolyl)-cyclohexanone ethylene ketal with 4-(6-fluoro-1H-3-indolyl)-cyclohexanone ethylene ketal (5.4 g) in 99% (19.3 g) yield as a white solid: mp 102-105° C. Starting materials: CCOC(=O)C1=CC(OC(CC)CC)C(O)C(N)C1, CCO, O=Cc1ccccc1S(=O)(=O)O, [Na]. Yields the product CCOC(=O)C1=CC(OC(CC)CC)C(O)C(N=Cc2ccccc2S(=O)(=O)O)C1, [Na]. As a reaction SMILES: [CH2:1]([CH3:2])[O:3][C:4](=[O:5])[C:6]1=[CH:7][CH:8]([O:14][CH:15]([CH2:16][CH3:17])[CH2:18][CH3:19])[CH:9]([OH:13])[CH:10]([NH2:12])[CH2:11]1.[CH3:33][CH2:34][OH:35].[CH:21](=[O:22])[c:23]1[c:24]([S:29](=[O:30])(=[O:31])[OH:32])[cH:25][cH:26][cH:27][cH:28]1.[Na:20]>>[CH2:1]([CH3:2])[O:3][C:4](=[O:5])[C:6]1=[CH:7][CH:8]([O:14][CH:15]([CH2:16][CH3:17])[CH2:18][CH3:19])[CH:9]([OH:13])[CH:10]([N:12]=[CH:21][c:23]2[c:24]([S:29](=[O:30])(=[O:31])[OH:32])[cH:25][cH:26][cH:27][cH:28]2)[CH2:11]1.[Na:20]. The reactants are CCCC[N+](CCCC)(CCCC)CCCC, COC(=O)c1cc(C)cc(C)c1NS(=O)(=O)c1ccc(OC)cc1, COc1cccc(CCl)c1, [H-], [I-], [Na+], CN(C)C=O, O. Product: COC(=O)c1cc(C)cc(C)c1N(Cc1cccc(OC)c1)S(=O)(=O)c1ccc(OC)cc1. Reaction SMILES: [CH2:44]([N+:45]([CH2:46][CH2:47][CH2:48][CH3:49])([CH2:50][CH2:51][CH2:52][CH3:53])[CH2:54][CH2:55][CH2:56][CH3:57])[CH2:58][CH2:59][CH3:60].[CH3:1][O:2][C:3]([c:4]1[c:5]([NH:12][S:13](=[O:14])(=[O:15])[c:16]2[cH:17][cH:18][c:19]([O:22][CH3:23])[cH:20][cH:21]2)[c:6]([CH3:11])[cH:7][c:8]([CH3:10])[cH:9]1)=[O:24].[CH3:27][O:28][c:29]1[cH:30][c:31]([CH2:32][Cl:33])[cH:34][cH:35][cH:36]1.[H-:25].[I-:43].[Na+:26].[O:38]=[CH:39][N:40]([CH3:41])[CH3:42].[OH2:37]>>[CH3:1][O:2][C:3]([c:4]1[c:5]([N:12]([S:13](=[O:14])(=[O:15])[c:16]2[cH:17][cH:18][c:19]([O:22][CH3:23])[cH:20][cH:21]2)[CH2:32][c:31]2[cH:30][c:29]([O:28][CH3:27])[cH:36][cH:35][cH:34]2)[c:6]([CH3:11])[cH:7][c:8]([CH3:10])[cH:9]1)=[O:24]. Starting materials: FC(C1=C(C(=O)NC2=CC=C(C3=CC=CC=C23)S(=O)(=O)Cl)C=CC=C1)(F)F (4-(2-trifluoromethyl-benzoylamino)-naphthalene-1-sulfonyl chloride), N(=C=O)C(C)C (2-isocyanato-propane). The solvent is C(C)N(CC)CC (triethylamine). Yields the product C(CCC)(=O)N1CCC(CC1)NS(=O)(=O)C1=CC=C(C2=CC=CC=C12)NC(C1=C(C=CC=C1)C(F)(F)F)=O (N-[4-(1-Butyryl-piperidin-4-ylsulfamoyl)-naphthalen-1-yl]-2-trifluoromethyl-benzamide). As a reaction SMILES: [F:1][C:2]([F:27])([F:26])[C:3]1[CH:25]=[CH:24][CH:23]=[CH:22][C:4]=1[C:5]([NH:7][C:8]1[C:17]2[C:12](=[CH:13][CH:14]=[CH:15][CH:16]=2)[C:11]([S:18](Cl)(=[O:20])=[O:19])=[CH:10][CH:9]=1)=[O:6].[N:28]([CH:31]([CH3:33])C)=[C:29]=[O:30]>C(N(CC)CC)C>[C:29]([N:28]1[CH2:31][CH2:33][CH:5]([NH:7][S:18]([C:11]2[C:12]3[C:17](=[CH:16][CH:15]=[CH:14][CH:13]=3)[C:8]([NH:7][C:5](=[O:6])[C:4]3[CH:22]=[CH:23][CH:24]=[CH:25][C:3]=3[C:2]([F:27])([F:26])[F:1])=[CH:9][CH:10]=2)(=[O:20])=[O:19])[CH2:4][CH2:3]1)(=[O:30])[CH2:9][CH2:8][CH3:17]. Procedure details: The title compound was prepared following the general procedure in Scheme 5, beginning with 4-(2-trifluoromethyl-benzoylamino)-naphthalene-1-sulfonyl chloride and substituting butyryl chloride and triethylamine for 2-isocyanato-propane. 1H NMR (300 MHz, DMSO) δ 10.91 (s, 1H), 8.68 (d, 1H), 8.25 (m, 2H), 8.11 (d, 1H), 7.85 (m, 4H), 7.76 (m, 3H), 4.06 (m, 1H), 4.01 (m, 1H), 3.62 (d, 1H), 2.94 (t, 1H), 2.59 (t, 2H), 1.48 (m, 2H), 1.41 (m, 2H), 1.19 (m, 2H), 0.82 (t, 3H); LC/MS m/z 546 (M−H)−, 548 (... Reactants: CC(=O)C.OS(=O)(=O)O.O=[Cr](=O)=O (Jones reagent), C(CCCCCCCCCCCCCCCCCCCC#C)O (Docos-21-ynol), CC(=O)C.OS(=O)(=O)O.O=[Cr](=O)=O (Jones reagent). Run in CC(=O)C (acetone). Run at time 30 minute. The product is C(CCCCCCCCCCCCCCCCCCCC#C)(=O)O (Docos-21-ynoic Acid). Isolated yield 83.0%. As a reaction SMILES: [CH2:1]([OH:23])[CH2:2][CH2:3][CH2:4][CH2:5][CH2:6][CH2:7][CH2:8][CH2:9][CH2:10][CH2:11][CH2:12][CH2:13][CH2:14][CH2:15][CH2:16][CH2:17][CH2:18][CH2:19][CH2:20][C:21]#[CH:22].CC(C)=[O:26].OS(O)(=O)=O.O=[Cr](=O)=O>CC(C)=O>[C:1]([OH:26])(=[O:23])[CH2:2][CH2:3][CH2:4][CH2:5][CH2:6][CH2:7][CH2:8][CH2:9][CH2:10][CH2:11][CH2:12][CH2:13][CH2:14][CH2:15][CH2:16][CH2:17][CH2:18][CH2:19][CH2:20][C:21]#[CH:22] |f:1.2.3|. Procedure details: Docos-21-ynol (12 g, 0.037 mol) was dissolved in warm acetone (600 ml) treated with Jones reagent (20 ml). After stirring for 30 minutes tlc showed complete reaction so the excess Jones reagent was quenched with propane-2-ol and the volatile components removed in vacuo. The organic fractions were combined, dried (MgSO4), filtered and evaporated to leave docos-21-ynoic acid (32) as a pale green solid (10.4 g, 83%). Reactants: N1C=NC(=C1)C=1C(=NOC1C)C1=CC=CC=C1 (4-(1H-imidazol-4-yl)-5-methyl-3-phenyl-isoxazole), C(C)OC(=O)C=1C=C(C=CC1)B(O)O (3-ethoxycarbonylphenylboronic acid). Product: C(C)OC(C1=CC(=CC=C1)N1C=NC(=C1)C=1C(=NOC1C)C1=CC=CC=C1)=O (3-[4-(5-Methyl-3-phenyl-isoxazol-4-yl)-imidazol-1-yl]-benzoic acid ethyl ester). Isolated yield 50.9%. Reaction SMILES: [NH:1]1[CH:5]=[C:4]([C:6]2[C:7]([C:12]3[CH:17]=[CH:16][CH:15]=[CH:14][CH:13]=3)=[N:8][O:9][C:10]=2[CH3:11])[N:3]=[CH:2]1.[CH2:18]([O:20][C:21]([C:23]1[CH:24]=[C:25](B(O)O)[CH:26]=[CH:27][CH:28]=1)=[O:22])[CH3:19]>>[CH2:18]([O:20][C:21](=[O:22])[C:23]1[CH:24]=[CH:25][CH:26]=[C:27]([N:1]2[CH:5]=[C:4]([C:6]3[C:7]([C:12]4[CH:13]=[CH:14][CH:15]=[CH:16][CH:17]=4)=[N:8][O:9][C:10]=3[CH3:11])[N:3]=[CH:2]2)[CH:28]=1)[CH3:19]. Reported procedure: As described for Example 3, 4-(1H-imidazol-4-yl)-5-methyl-3-phenyl-isoxazole (2.25 g, 10.0 mmol) was converted, using 3-ethoxycarbonylphenylboronic acid (2.89 g, 15 mmol), instead of 4-fluorophenylboronic acid, which after purification by chromatography (SiO2, heptane:ethyl acetate=50:50) afforded the title compound (1.9 g, 52%) which was obtained as a light yellow solid. MS: m/e=374.1[M+H]+. RXN SMILES: [CH:1]1([CH2:4][O:5][C:6]2[CH:7]=[C:8]([C:15]3([C:19]([O:21][CH2:22][CH3:23])=[O:20])[CH2:18][CH2:17][CH2:16]3)[CH:9]=[CH:10][C:11]=2[N+:12]([O-])=O)[CH2:3][CH2:2]1>CO.[OH-].[OH-].[Pd+2]>[NH2:12][C:11]1[CH:10]=[CH:9][C:8]([C:15]2([C:19]([O:21][CH2:22][CH3:23])=[O:20])[CH2:18][CH2:17][CH2:16]2)=[CH:7][C:6]=1[O:5][CH2:4][CH:1]1[CH2:3][CH2:2]1 |f:2.3.4|. The reactants are C1(CC1)COC=1C=C(C=CC1[N+](=O)[O-])C1(CCC1)C(=O)OCC (ethyl 1-(3-(cyclopropylmethoxy)-4-nitrophenyl)cyclobutanecarboxylate). Conditions: time 6 hour. Yields the product NC1=C(C=C(C=C1)C1(CCC1)C(=O)OCC)OCC1CC1 (ethyl 1-(4-amino-3-(cyclopropylmethoxy)phenyl)cyclobutanecarboxylate). Reported procedure: To a stirred solution of ethyl 1-(3-(cyclopropylmethoxy)-4-nitrophenyl)cyclobutanecarboxylate (2.8 g), in dry MeOH (100 mL), Pd(OH)2 (1.2 g) was added and the reaction mixture was reduced under an atmosphere of H2 for 6 h at room temperature. The reaction mixture was filtered through a pad of Celite™ washing with MeOH. The combined filtrates were concentrated under reduced pressure to yield ethyl 1-(4-amino-3-(cyclopropylmethoxy)phenyl)cyclobutanecarboxylate (2.4 g) as a thick liquid. The solvent is CO (MeOH). The reagents and catalysts are [OH-].[OH-].[Pd+2] (Pd(OH)2). Isolated yield 94.6%. Starting materials: COC1=C(C=CC=C1)OC (1,2-dimethoxybenzene), C(C=C)(=O)Cl (acryloyl chloride), [Cl-].[Al+3].[Cl-].[Cl-] (aluminium chloride). Run in ClCCl (dichloromethane). The product is COC=1C=C(C=CC1OC)C(C=C)=O (3,4-dimethoxy-1-acryloylbenzene). Yield: 29.3%. RXN SMILES: [CH3:1][O:2][C:3]1[CH:8]=[CH:7][CH:6]=[CH:5][C:4]=1[O:9][CH3:10].[C:11](Cl)(=[O:14])[CH:12]=[CH2:13].[Cl-].[Al+3].[Cl-].[Cl-]>ClCCl>[CH3:1][O:2][C:3]1[CH:8]=[C:7]([C:11](=[O:14])[CH:12]=[CH2:13])[CH:6]=[CH:5][C:4]=1[O:9][CH3:10] |f:2.3.4.5|. Reported procedure: 1,2-dimethoxybenzene (135 mg), acryloyl chloride (118 mg), and aluminium chloride (199 mg) were reacted in dichloromethane (1.5 mL) at from −40° C. to room temperature for 2 hours. The resultant was treated in the same manner as described in Example 1 to obtain the title compound (55 mg).